Dataset: the Open Reaction Database (ORD), a public repository of structured organic reaction records. Task: describe an organic reaction: reactants, conditions, products, and yield Reactants: FC=1C(=C(C=O)C=CC1)C (3-fluoro-2-methylbenzaldehyde), NC1=NNC=C1 (3-aminopyrazole), O=C(CC(=O)OCC)CCC (ethyl 3-ketohexanoate). The product is FC=1C(=C(C=CC1)C1C=2C(NC(=C1C(=O)OCC)CCC)=NNC2)C (Ethyl 4-(3-fluoro-2-methylphenyl)-4,7-dihydro-6-propyl-2H-pyrazolo[3,4-b]pyridine-5-carboxylate). As a reaction SMILES: [F:1][C:2]1[C:3]([CH3:10])=[C:4]([CH:7]=[CH:8][CH:9]=1)[CH:5]=O.[NH2:11][C:12]1[CH:16]=[CH:15][NH:14][N:13]=1.O=[C:18]([CH2:25][CH2:26][CH3:27])[CH2:19][C:20]([O:22][CH2:23][CH3:24])=[O:21]>>[F:1][C:2]1[C:3]([CH3:10])=[C:4]([CH:5]2[C:19]([C:20]([O:22][CH2:23][CH3:24])=[O:21])=[C:18]([CH2:25][CH2:26][CH3:27])[NH:11][C:12]3=[N:13][NH:14][CH:15]=[C:16]23)[CH:7]=[CH:8][CH:9]=1. Procedure: The title compound was prepared from 3-fluoro-2-methylbenzaldehyde, 3-aminopyrazole and ethyl 3-ketohexanoate in the same manner as in Example 25. Reactants: [Pb]=O (lead monoxide), O (water), S(O)(O)(=O)=O (sulfuric acid), [Pb]=O (lead monoxide). Run in C(C)(=O)O (acetic acid). Reaction conditions: temperature 65 celsius, time 10 minute. Yields the product [O-2].[O-2].[O-2].[O-]S(=O)(=O)[O-].[Pb+2].[Pb+2].[Pb+2].[Pb+2] (tribasic lead sulfate). As a reaction SMILES: [Pb:1]=[O:2].O.[S:4](=[O:8])(=[O:7])([OH:6])[OH:5]>C(O)(=O)C>[O-2:5].[O-2:2].[O-2:5].[O-:7][S:4]([O-:8])(=[O:6])=[O:5].[Pb+2:1].[Pb+2:1].[Pb+2:1].[Pb+2:1] |f:4.5.6.7.8.9.10.11|. Procedure details: A TBL slurry was prepared according to the method disclosed in Japanese Patent Publication No. 1149/67. More specifically, 8.162 Kg of powdery lead monoxide (PbO-DP) was charged in a high-speed stirrer-equipped, 60-liter capacity vessel filled with 10 l of water, and high speed agitation was conducted for 10 minutes to disperse the powder sufficiently homogeneously and the dispersion was heated at 65° C. Then, 50.8 cc of an acetic acid solution having a concentration of 2.7 moles/liter was added... The reactants are CC(C)C(=O)Cl, CCN(C(C)C)C(C)C, ClCCl, Cc1nc2c([nH]1)-c1cc(Cl)ccc1N(C(=O)c1ccc(CN)c(C)c1)CC2. Reaction SMILES: [C:1]([CH:2]([CH3:3])[CH3:4])(=[O:5])[Cl:6].[CH:34]([N:35]([CH2:36][CH3:37])[CH:38]([CH3:39])[CH3:40])([CH3:41])[CH3:42].[Cl:43][CH2:44][Cl:45].[NH2:7][CH2:8][c:9]1[c:10]([CH3:33])[cH:11][c:12]([C:15](=[O:16])[N:17]2[c:18]3[c:19]([cH:28][c:29]([Cl:32])[cH:30][cH:31]3)-[c:20]3[nH:21][c:22]([CH3:27])[n:23][c:24]3[CH2:25][CH2:26]2)[cH:13][cH:14]1>>[C:1]([CH:2]([CH3:3])[CH3:4])(=[O:5])[NH:7][CH2:8][c:9]1[c:10]([CH3:33])[cH:11][c:12]([C:15](=[O:16])[N:17]2[c:18]3[c:19]([cH:28][c:29]([Cl:32])[cH:30][cH:31]3)-[c:20]3[nH:21][c:22]([CH3:27])[n:23][c:24]3[CH2:25][CH2:26]2)[cH:13][cH:14]1. Product: Cc1nc2c([nH]1)-c1cc(Cl)ccc1N(C(=O)c1ccc(CNC(=O)C(C)C)c(C)c1)CC2.